This data is from the Open Reaction Database (ORD), a public repository of structured organic reaction records. The task is: describe an organic reaction: reactants, conditions, products, and yield Yields the product C(C)N1N=C(C(=C1)C1=CC=NC=C1)C=1C(=C(C=CC1F)N(S(=O)(=O)C1=C(C=CC(=C1)F)F)COCCOC)F (N-[3-(1-ethyl-4-pyridin-4-yl-1H-pyrazol-3-yl)-2,4-difluoro-phenyl]-2,5-difluoro-N-(2-methoxy-ethoxymethyl)-benzenesulfonamide). Reactants: BrC=1C(=NN(C1)CC)C=1C(=C(C=CC1F)N(S(=O)(=O)C1=C(C=CC(=C1)F)F)COCCOC)F (N-[3-(4-Bromo-1-ethyl-1H-pyrazol-3-yl)-2,4-difluoro-phenyl]-2,5-difluoro-N-(2-methoxy-ethoxymethyl)-benzenesulfonamide), C(Cl)Cl (DCM), N1=CC=C(C=C1)B1OC(C)(C)C(C)(C)O1 (4-pyridylboronic acid pinacol ester), C([O-])([O-])=O.[Cs+].[Cs+] (cesium carbonate). Solvent: C(OC)COC (dimethoxyethane). Reagents/catalysts: C1=CC=C(C=C1)P([C-]2C=CC=C2)C3=CC=CC=C3.C1=CC=C(C=C1)P([C-]2C=CC=C2)C3=CC=CC=C3.Cl[Pd]Cl.[Fe+2] (Pd(dppf)Cl2). Reaction SMILES: Br[C:2]1[C:3]([C:9]2[C:10]([F:34])=[C:11]([N:16]([CH2:28][O:29][CH2:30][CH2:31][O:32][CH3:33])[S:17]([C:20]3[CH:25]=[C:24]([F:26])[CH:23]=[CH:22][C:21]=3[F:27])(=[O:19])=[O:18])[CH:12]=[CH:13][C:14]=2[F:15])=[N:4][N:5]([CH2:7][CH3:8])[CH:6]=1.[N:35]1[CH:40]=[CH:39][C:38](B2OC(C)(C)C(C)(C)O2)=[CH:37][CH:36]=1.C(=O)([O-])[O-].[Cs+].[Cs+].C(Cl)Cl>C(COC)OC.C1C=CC(P(C2C=CC=CC=2)[C-]2C=CC=C2)=CC=1.C1C=CC(P(C2C=CC=CC=2)[C-]2C=CC=C2)=CC=1.Cl[Pd]Cl.[Fe+2]>[CH2:7]([N:5]1[CH:6]=[C:2]([C:38]2[CH:39]=[CH:40][N:35]=[CH:36][CH:37]=2)[C:3]([C:9]2[C:10]([F:34])=[C:11]([N:16]([CH2:28][O:29][CH2:30][CH2:31][O:32][CH3:33])[S:17]([C:20]3[CH:25]=[C:24]([F:26])[CH:23]=[CH:22][C:21]=3[F:27])(=[O:19])=[O:18])[CH:12]=[CH:13][C:14]=2[F:15])=[N:4]1)[CH3:8] |f:2.3.4,7.8.9.10|. Procedure details: In a vial suitable for microwave irradiation N-[3-(4-Bromo-1-ethyl-1H-pyrazol-3-yl)-2,4-difluoro-phenyl]-2,5-difluoro-N-(2-methoxy-ethoxymethyl)-benzenesulfonamide (288 mg, 0.509 mmol) was dissolved in dimethoxyethane (4.5 mL) and Ar was bubbled through the solution for 5 minutes. Water (0.5 mL) was added, followed by 4-pyridylboronic acid pinacol ester (209 mg, 1.018 mmol, 2 eq), cesium carbonate (497 mg, 1.527 mmol, 3 eq) and Pd(dppf)Cl2.DCM (42 mg, 0.051 mmol, 0.1 eq). The vial was sealed and... Isolated yield 86.0%.